This data is from the Open Reaction Database (ORD), a public repository of structured organic reaction records. The task is: describe an organic reaction: reactants, conditions, products, and yield The reactants are Cl.C1(=CC=CC=C1)C(CCN1CCC(CC1)(CO)C1=CC=CC=C1)(C1=CC=CC=C1)C1=CC=CC=C1 (1-(3,3,3-triphenylpropyl)-4-phenyl-4-piperidinemethanol hydrochloride), C(C)(=O)OC(C)=O (acetic anhydride). The solvent is N1=CC=CC=C1 (pyridine). Run at time 24 hour. Yields the product Cl.C1(=CC=CC=C1)C(CCN1CCC(CC1)(COC(C)=O)C1=CC=CC=C1)(C1=CC=CC=C1)C1=CC=CC=C1 (1-(3,3,3-triphenylpropyl)-4-phenyl-4-acetoxymethylpiperidine hydrochloride). Reaction SMILES: [ClH:1].[C:2]1([C:8]([C:31]2[CH:36]=[CH:35][CH:34]=[CH:33][CH:32]=2)([C:25]2[CH:30]=[CH:29][CH:28]=[CH:27][CH:26]=2)[CH2:9][CH2:10][N:11]2[CH2:16][CH2:15][C:14]([C:19]3[CH:24]=[CH:23][CH:22]=[CH:21][CH:20]=3)([CH2:17][OH:18])[CH2:13][CH2:12]2)[CH:7]=[CH:6][CH:5]=[CH:4][CH:3]=1.[C:37](OC(=O)C)(=[O:39])[CH3:38]>N1C=CC=CC=1>[ClH:1].[C:2]1([C:8]([C:31]2[CH:36]=[CH:35][CH:34]=[CH:33][CH:32]=2)([C:25]2[CH:26]=[CH:27][CH:28]=[CH:29][CH:30]=2)[CH2:9][CH2:10][N:11]2[CH2:16][CH2:15][C:14]([C:19]3[CH:20]=[CH:21][CH:22]=[CH:23][CH:24]=3)([CH2:17][O:18][C:37](=[O:39])[CH3:38])[CH2:13][CH2:12]2)[CH:3]=[CH:4][CH:5]=[CH:6][CH:7]=1 |f:0.1,4.5|. Procedure details: A mixture of 1.0 part of 1-(3,3,3-triphenylpropyl)-4-phenyl-4-piperidinemethanol hydrochloride, 10 parts by volume of pyridine and 3.0 parts by volume of acetic anhydride is allowed to stand for 24 hours. Volatile material is removed under reduced pressure and the resulting residue is partitioned between dilute sodium hydroxide and ether. The ether layer is separated, washed with water, dried over sodium sulfate and then treated with an excess of a solution of hydrogen chloride in 2-propanol. Th...